Dataset: the Open Reaction Database (ORD), a public repository of structured organic reaction records. Task: describe an organic reaction: reactants, conditions, products, and yield Reactants: CC(C)(C)[Si](C)(C)OCC(O)Cc1ccc2c(c1O)CCCC2, c1ccc(P(c2ccccc2)c2ccccc2)cc1. Yields the product CC(C)(C)[Si](C)(C)OCC1Cc2ccc3c(c2O1)CCCC3. As a reaction SMILES: [C:1]([CH3:2])([CH3:3])([CH3:4])[Si:5]([O:6][CH2:7][CH:8]([CH2:9][c:10]1[c:11]([OH:20])[c:12]2[c:17]([cH:18][cH:19]1)[CH2:16][CH2:15][CH2:14][CH2:13]2)[OH:21])([CH3:22])[CH3:23].[c:24]1([P:25]([c:26]2[cH:27][cH:28][cH:29][cH:30][cH:31]2)[c:32]2[cH:33][cH:34][cH:35][cH:36][cH:37]2)[cH:38][cH:39][cH:40][cH:41][cH:42]1>>[C:1]([CH3:2])([CH3:3])([CH3:4])[Si:5]([O:6][CH2:7][CH:8]1[CH2:9][c:10]2[c:11]([c:12]3[c:17]([cH:18][cH:19]2)[CH2:16][CH2:15][CH2:14][CH2:13]3)[O:21]1)([CH3:22])[CH3:23].